The task is: describe an organic reaction: reactants, conditions, products, and yield. This data is from the Open Reaction Database (ORD), a public repository of structured organic reaction records. The reactants are C(C)(C)(C)OC(=O)N1[C@@H](CC(C1)=NOC)C(=O)O ((2S,4EZ)-1-(tert-butoxycarbonyl)-4-(methoxyimino)-2-pyrrolidinecarboxylic acid), C(#N)C1=C(C=CC=C1)C1=CC=C(C=C1)C(=O)O (2′-cyano[1,1′-biphenyl]-4-carboxylic acid), NCC(O)C=1C=C(C=CC1)O (3-[(1RS)-2-amino-1-hydroxyethyl]phenol). The product is OC(CNC(=O)[C@H]1N(CC(C1)=NOC)C(=O)C1=CC=C(C=C1)C1=C(C=CC=C1)C#N)C1=CC(=CC=C1)O ((2S,4EZ)-N-[(2RS)-2-hydroxy-2-(3-hydroxyphenyl)ethyl]-4-(methoxy-imino)-1-[(2′-cyano[1,1′-biphenyl]-4-yl)carbonyl]-2-pyrrolidinecarboxamide). RXN SMILES: C(O[C:6]([N:8]1[CH2:12][C:11](=[N:13][O:14][CH3:15])[CH2:10][C@H:9]1[C:16]([OH:18])=O)=[O:7])(C)(C)C.[C:19]([C:21]1[CH:26]=[CH:25][CH:24]=[CH:23][C:22]=1[C:27]1[CH:32]=[CH:31][C:30](C(O)=O)=[CH:29][CH:28]=1)#[N:20].[NH2:36][CH2:37][CH:38]([C:40]1[CH:41]=[C:42]([OH:46])[CH:43]=[CH:44][CH:45]=1)[OH:39]>>[OH:39][CH:38]([C:40]1[CH:45]=[CH:44][CH:43]=[C:42]([OH:46])[CH:41]=1)[CH2:37][NH:36][C:16]([C@@H:9]1[CH2:10][C:11](=[N:13][O:14][CH3:15])[CH2:12][N:8]1[C:6]([C:30]1[CH:29]=[CH:28][C:27]([C:22]2[CH:23]=[CH:24][CH:25]=[CH:26][C:21]=2[C:19]#[N:20])=[CH:32][CH:31]=1)=[O:7])=[O:18]. Procedure details: Following the general method as outlined in Example 22, starting from (2S,4EZ)-1-(tert-butoxycarbonyl)-4-(methoxyimino)-2-pyrrolidinecarboxylic acid, 2′-cyano[1,1′-biphenyl]-4-carboxylic acid, and 3-[(1RS)-2-amino-1-hydroxyethyl]phenol, the title compound was obtained in 86% purity by HPLC. MS(ESI+): m/z=499. The reactants are ClC=1N=C2C(=C3OC4=CC=CC=C4OC13)C=CC=C2 (6-chloro-5-aza-7,12-dioxabenz[a]anthracene). The reagents and catalysts are [Zn] (zinc). The solvent is C(C)(=O)O (acetic acid), CO (methanol). Product: C1=CC=CC=2C1=C1OC3=CC=CC=C3OC1=CN2 (7,12-Dioxa-5-azabenz[a]anthracene). Reaction SMILES: Cl[C:2]1[N:3]=[C:4]2[CH:19]=[CH:18][CH:17]=[CH:16][C:5]2=[C:6]2[C:15]=1[O:14][C:13]1[C:8](=[CH:9][CH:10]=[CH:11][CH:12]=1)[O:7]2>C(O)(=O)C.CO.[Zn]>[CH:16]1[C:5]2=[C:6]3[C:15](=[CH:2][N:3]=[C:4]2[CH:19]=[CH:18][CH:17]=1)[O:14][C:13]1[C:8](=[CH:9][CH:10]=[CH:11][CH:12]=1)[O:7]3. Procedure: Under an inert atmosphere, 1 mmol of 6-chloro-5-aza-7,12-dioxabenz[a]anthracene and 8 mmol of powdered zinc are brought to 50° C. in 5 ml of acetic acid for 8 hours. After cooling, the reaction mixture is diluted in methanol and then filtered through Celite. The residue is concentrated under vacuum, then washed with saturated sodium hydrogen carbonate solution and then extracted with chloroform. The organic phase is dried over magnesium sulfate and concentrated under vacuum. The crude mixture is... Reactants: CN1N=C(C=C1OC1=NC(=CC=C1)CN)C(F)(F)F (2-(1-methyl-3-trifluoromethyl-pyrazol-5-yloxy)-6-(aminomethyl)-pyridine), C(=O)OCC (ethyl formate). Product: CN1N=C(C=C1OC1=NC(=CC=C1)CNC=O)C(F)(F)F (2-(1-Methyl-3-trifluoromethylpyrazol-5-yloxy)-6-(formylaminomethyl)-pyridine). Reaction SMILES: [CH3:1][N:2]1[C:6]([O:7][C:8]2[CH:13]=[CH:12][CH:11]=[C:10]([CH2:14][NH2:15])[N:9]=2)=[CH:5][C:4]([C:16]([F:19])([F:18])[F:17])=[N:3]1.[CH:20](OCC)=[O:21]>>[CH3:1][N:2]1[C:6]([O:7][C:8]2[CH:13]=[CH:12][CH:11]=[C:10]([CH2:14][NH:15][CH:20]=[O:21])[N:9]=2)=[CH:5][C:4]([C:16]([F:19])([F:17])[F:18])=[N:3]1. Procedure: 0.100 g (0.368 mmol) of 2-(1-methyl-3-trifluoromethyl-pyrazol-5-yloxy)-6-(aminomethyl)-pyridine in 5 ml of ethyl formate was heated at reflux for 3 h. The solution was then filtered through a cartridge packed with 3 g of silica gel and this cartridge was rinsed out with ethyl acetate. The filtrate was concentrated. Starting materials: F[C@@]12[C@]3(C=CC(C=C3CC[C@H]1[C@@H]1CCC([C@@]1(C)C[C@@H]2O)=O)=O)C (9-fluoro-11β-hydroxyandrosta-1,4-diene-3,17-dione), C(C)(=O)[O-].[Na+] (Sodium acetate), C1(=CC=C(C=C1)S(=O)(=O)O)C (p-toluenesulfonic acid). Solvent: C(C)(=O)OC(C)=O (acetic anhydride), C(C)(=O)O (acetic acid). Conditions: time 40 hour. Yields the product C(C)(=O)O[C@@H]1[C@@]2([C@]3(C=CC(C=C3CC[C@H]2[C@@H]2CCC([C@@]2(C)C1)=O)=O)C)F (11β-(Acetyloxy)-9-fluoroandrosta-1,4-diene-3,17-dione). Isolated yield 70.7%. Reaction SMILES: [F:1][C@:2]12[C@@H:19]([OH:20])[CH2:18][C@@:16]3([CH3:17])[C@@H:12]([CH2:13][CH2:14][C:15]3=[O:21])[C@@H:11]1[CH2:10][CH2:9][C:8]1[C@:3]2([CH3:23])[CH:4]=[CH:5][C:6](=[O:22])[CH:7]=1.C1(C)C=CC(S(O)(=O)=O)=CC=1.[C:35]([O-])(=[O:37])[CH3:36].[Na+]>C(OC(=O)C)(=O)C.C(O)(=O)C>[C:35]([O:20][C@H:19]1[CH2:18][C@@:16]2([CH3:17])[C@@H:12]([CH2:13][CH2:14][C:15]2=[O:21])[C@H:11]2[C@@:2]1([F:1])[C@:3]1([CH3:23])[C:8]([CH2:9][CH2:10]2)=[CH:7][C:6](=[O:22])[CH:5]=[CH:4]1)(=[O:37])[CH3:36] |f:2.3|. Reported procedure: A solution of 9-fluoro-11β-hydroxyandrosta-1,4-diene-3,17-dione (2.0 g) in a mixture of acetic anhydride (20 ml) and acetic acid (10 ml) containing p-toluenesulfonic acid (200 mg) is kept at room temperature for 40 hours. Sodium acetate (1.0 g) is added and the mixture is evaporated in vacuo. The residue is diluted with water and extracted with chloroform. The chloroform extracts are combined, washed with a dilute sodium bicarbonate solution and water, dried, evaporated and the residue is chroma... The reactants are CC1=NNC(=C1I)C (3,5-dimethyl-4-iodopyrazole), [H-].[Na+] (sodium hydride), CC1=CC=C(C=C1)S(=O)(=O)OC1CCC2(OCCO2)CC1 (1,4-dioxaspiro[4.5]dec-8-yl 4-methylbenzenesulfonate). Solvent: CN(C)C=O (DMF), CN(C)C=O (DMF). Run at time 10 minute. Product: O1CCOC12CCC(CC2)N2N=C(C(=C2C)I)C (1-(1,4-Dioxaspiro[4.5]dec-8-yl)-4-iodo-3,5-dimethyl-1H-pyrazole). RXN SMILES: [CH3:1][C:2]1[C:6]([I:7])=[C:5]([CH3:8])[NH:4][N:3]=1.[H-].[Na+].CC1C=CC(S(O[CH:22]2[CH2:31][CH2:30][C:25]3([O:29][CH2:28][CH2:27][O:26]3)[CH2:24][CH2:23]2)(=O)=O)=CC=1>CN(C=O)C>[O:26]1[C:25]2([CH2:30][CH2:31][CH:22]([N:3]3[C:2]([CH3:1])=[C:6]([I:7])[C:5]([CH3:8])=[N:4]3)[CH2:23][CH2:24]2)[O:29][CH2:28][CH2:27]1 |f:1.2|. Reported procedure: To a solution of 3,5-dimethyl-4-iodopyrazole (400.0 mg, 1.802 mmol) in DMF (7 mL, 100 mmol) was added sodium hydride (56.20 mg, 2.342 mmol), and the mixture was stirred at rt for 10 min. A solution of 1,4-dioxaspiro[4.5]dec-8-yl 4-methylbenzenesulfonate (619.1 mg, 1.982 mmol), prepared according to U.S. Pat. No. 4,360,531 example 1.B, in DMF was added, and the mixture was heated to 50° C. overnight. The material was extracted with EtOAc, and washed with water (3×). The organic layer was dry-load... The reactants are ClN1C(CCC1=O)=O (1-chloropyrrolidine-2,5-dione), [OH-].[Na+] (sodium hydroxide), CN(C=O)C (N,N-dimethylformamide), BrC=1C=CC(=NC1)N (5-bromopyridine-2-amine). Solvent: O (water). Reaction conditions: time 4 hour. The product is BrC=1C=C(C(=NC1)N)Cl (5-bromo-3-chloropyridine-2-amine). The yield is 88.0%. RXN SMILES: [Cl:1]N1C(=O)CCC1=O.CN(C)C=O.[Br:14][C:15]1[CH:16]=[CH:17][C:18]([NH2:21])=[N:19][CH:20]=1.[OH-].[Na+]>O>[Br:14][C:15]1[CH:16]=[C:17]([Cl:1])[C:18]([NH2:21])=[N:19][CH:20]=1 |f:3.4|. Procedure details: With cooling with ice, 1-chloropyrrolidine-2,5-dione (10 g, 76 mmol) was added to an N,N-dimethylformamide solution (30 ml) of 5-bromopyridine-2-amine (12 g, 69 mmol), and stirred for 4 hours. The reaction solution was diluted with water, neutralized with aqueous 5 N sodium hydroxide solution, and extracted with diethyl ether. The organic layer was washed with saturated saline water, dried over anhydrous sodium sulfate, and concentrated under reduced pressure. The obtained residue was purified b...